Dataset: the Open Reaction Database (ORD), a public repository of structured organic reaction records. Task: describe an organic reaction: reactants, conditions, products, and yield Reactants: ClC1=NC(=NC(=N1)N1CCOCC1)N1C(=NC2=C1C=CC=C2OC)C(F)F (1-[4-chloro-6-(4-morpholinyl)-1,3,5-triazin-2-yl]-2-(difluoromethyl)-4-methoxy-1H-benzimidazole), N1C=NC=C1 (imidazole). Yields the product FC(C1=NC2=C(N1C1=NC(=NC(=N1)N1C=NC=C1)N1CCOCC1)C=CC=C2OC)F (2-(difluoromethyl)-1-[4-(1H-imidazol-1-yl)-6-(4-morpholinyl)-1,3,5-triazin-2-yl]-4-methoxy-1H-benzimidazole). Yield: 71.0%. Reaction SMILES: Cl[C:2]1[N:7]=[C:6]([N:8]2[CH2:13][CH2:12][O:11][CH2:10][CH2:9]2)[N:5]=[C:4]([N:14]2[C:18]3[CH:19]=[CH:20][CH:21]=[C:22]([O:23][CH3:24])[C:17]=3[N:16]=[C:15]2[CH:25]([F:27])[F:26])[N:3]=1.[NH:28]1[CH:32]=[CH:31][N:30]=[CH:29]1>>[F:27][CH:25]([F:26])[C:15]1[N:14]([C:4]2[N:3]=[C:2]([N:28]3[CH:32]=[CH:31][N:30]=[CH:29]3)[N:7]=[C:6]([N:8]3[CH2:9][CH2:10][O:11][CH2:12][CH2:13]3)[N:5]=2)[C:18]2[CH:19]=[CH:20][CH:21]=[C:22]([O:23][CH3:24])[C:17]=2[N:16]=1. Procedure: Similarly to Example 63, reaction of 1-[4-chloro-6-(4-morpholinyl)-1,3,5-triazin-2-yl]-2-(difluoromethyl)-4-methoxy-1H-benzimidazole and imidazole at 120° C. for 1 hr gave 2-(difluoromethyl)-1-[4-(1H-imidazol-1-yl)-6-(4-morpholinyl)-1,3,5-triazin-2-yl]-4-methoxy-1H-benzimidazole in 71% yield: mp (CH2Cl2/hexanes) 272-275° C.; 1H NMR (DMSO-d6) δ 8.74 (s, 1H), 8.04 (t, J=1.4 Hz, 1H), 8.00 (d, J=7.8 Hz, 1H), 7.78 (t, JHF=52.5 Hz, 1H), 7.50 (t, J=8.3 Hz, 1H), 7.22 (dd, J=1.5, 0.8 Hz, 1H), 7.02 (d, J=...